This data is from the Open Reaction Database (ORD), a public repository of structured organic reaction records. The task is: describe an organic reaction: reactants, conditions, products, and yield Reactants: C(C)(C)(C)OC(=O)N1[C@H](C(=O)O)CCC1 (N-(tert-butyloxycarbonyl)-(S)-proline), N1=CC(=CC=C1)CCCO (3-(3-Pyridyl)-1-propanol), C1(CCCCC1)N=C=NC1CCCCC1 (dicyclohexylcarbodiimide), C12(C(=O)CC(CC1)C2(C)C)CS(=O)(=O)O (camphorsulfonic acid). The reagents and catalysts are CN(C1=CC=NC=C1)C (4-dimethylaminopyridine). Solvent: C(Cl)Cl (methylene chloride), O (water), C(Cl)Cl (methylene chloride). Reaction conditions: time 8 hour. Product: C(C)(C)(C)OC(=O)N1[C@@H](CCC1)C(=O)OCCCC=1C=NC=CC1 (3-(3-pyridyl)-1-propyl (2S)-N-(tert-butyloxycarbonyl)pyrrolidine-2-carboxylate). The yield is 99.0%. As a reaction SMILES: [C:1]([O:5][C:6]([N:8]1[CH2:15][CH2:14][CH2:13][C@H:9]1[C:10]([OH:12])=[O:11])=[O:7])([CH3:4])([CH3:3])[CH3:2].[N:16]1[CH:21]=[CH:20][CH:19]=[C:18]([CH2:22][CH2:23][CH2:24]O)[CH:17]=1.C1(N=C=NC2CCCCC2)CCCCC1.C12(CS(O)(=O)=O)C(C)(C)C(CC1)CC2=O>CN(C)C1C=CN=CC=1.C(Cl)Cl.O>[C:1]([O:5][C:6]([N:8]1[CH2:15][CH2:14][CH2:13][C@H:9]1[C:10]([O:12][CH2:24][CH2:23][CH2:22][C:18]1[CH:17]=[N:16][CH:21]=[CH:20][CH:19]=1)=[O:11])=[O:7])([CH3:4])([CH3:2])[CH3:3]. Reported procedure: A mixture of N-(tert-butyloxycarbonyl)-(S)-proline (3.0 g; 13.9 mmol), 3-(3-Pyridyl)-1-propanol (2.90 g; 20.9 mmol), dicyclohexylcarbodiimide (4.59 g; 22.24 mmol), camphorsulfonic acid (1.08 g; 4.63 mmol), and 4-dimethylaminopyridine (0.60 g; 4.63 mmol) in dry methylene chloride (100 mL) was stirred overnight. The reaction mixture was diluted with methylene chloride (50 mL) and water (100 mL), and the layers were separated. The organic phase was washed with water (3×100 mL), dried over magnesium... Reactants: CC(C)(C)OC(=O)Nc1ccccc1N, O=Cc1ccc(C(=O)O)cc1, O=Cc1ccc(C(=O)Cl)cc1, CCN(C(C)C)C(C)C, ClCCl, CN(C)C=O, O=S(Cl)Cl. Yields the product CC(C)(C)OC(=O)Nc1ccccc1NC(=O)c1ccc(C=O)cc1. As a reaction SMILES: [C:16]([CH3:17])([CH3:18])([CH3:19])[O:20][C:21]([NH:22][c:23]1[c:24]([NH2:29])[cH:25][cH:26][cH:27][cH:28]1)=[O:30].[C:1](=[O:2])([OH:3])[c:4]1[cH:5][cH:6][c:7]([CH:8]=[O:9])[cH:10][cH:11]1.[CH:31]([c:32]1[cH:33][cH:34][c:35]([C:36]([Cl:37])=[O:38])[cH:39][cH:40]1)=[O:41].[CH:42]([N:43]([CH:44]([CH3:45])[CH3:46])[CH2:47][CH3:48])([CH3:49])[CH3:50].[Cl:51][CH2:52][Cl:53].[O:54]=[CH:55][N:56]([CH3:57])[CH3:58].[S:12]([Cl:13])([Cl:14])=[O:15]>>[C:1](=[O:3])([c:4]1[cH:5][cH:6][c:7]([CH:8]=[O:9])[cH:10][cH:11]1)[NH:29][c:24]1[c:23]([NH:22][C:21]([O:20][C:16]([CH3:17])([CH3:18])[CH3:19])=[O:30])[cH:28][cH:27][cH:26][cH:25]1.